This data is from the Open Reaction Database (ORD), a public repository of structured organic reaction records. The task is: describe an organic reaction: reactants, conditions, products, and yield Procedure details: Ammonia, as a 2 M solution in iPrOH (15 mL, 30.0 mmol), was added to ethyl 2,2-difluoro-3-(9-hydroxy-2-(neopentyloxy)-7-(pyrimidin-5-yl)-9H-xanthen-9-yl)propanoate (0.100 g, 0.201 mmol) at room temperature. After 30 minutes of stirring at RT the solution was concentrated to afford 2,2-difluoro-3-(9-hydroxy-2-(neopentyloxy)-7-(pyrimidin-5-yl)-9H-xanthen-9-yl)propanamide. M=470.3 [M+H]. The product is FC(C(=O)N)(CC1(C2=CC(=CC=C2OC=2C=CC(=CC12)OCC(C)(C)C)C=1C=NC=NC1)O)F (2,2-difluoro-3-(9-hydroxy-2-(neopentyloxy)-7-(pyrimidin-5-yl)-9H-xanthen-9-yl)propanamide). Conditions: time 30 minute. The reactants are N (Ammonia), solution, CC(C)O (iPrOH), FC(C(=O)OCC)(CC1(C2=CC(=CC=C2OC=2C=CC(=CC12)OCC(C)(C)C)C=1C=NC=NC1)O)F (ethyl 2,2-difluoro-3-(9-hydroxy-2-(neopentyloxy)-7-(pyrimidin-5-yl)-9H-xanthen-9-yl)propanoate). RXN SMILES: [NH3:1].CC(O)C.[F:6][C:7]([F:41])([CH2:13][C:14]1([OH:40])[C:27]2[CH:26]=[C:25]([O:28][CH2:29][C:30]([CH3:33])([CH3:32])[CH3:31])[CH:24]=[CH:23][C:22]=2[O:21][C:20]2[C:15]1=[CH:16][C:17]([C:34]1[CH:35]=[N:36][CH:37]=[N:38][CH:39]=1)=[CH:18][CH:19]=2)[C:8]([O:10]CC)=O>>[F:41][C:7]([F:6])([CH2:13][C:14]1([OH:40])[C:27]2[CH:26]=[C:25]([O:28][CH2:29][C:30]([CH3:31])([CH3:33])[CH3:32])[CH:24]=[CH:23][C:22]=2[O:21][C:20]2[C:15]1=[CH:16][C:17]([C:34]1[CH:39]=[N:38][CH:37]=[N:36][CH:35]=1)=[CH:18][CH:19]=2)[C:8]([NH2:1])=[O:10].